This data is from the Open Reaction Database (ORD), a public repository of structured organic reaction records. The task is: describe an organic reaction: reactants, conditions, products, and yield The reactants are Cl.[C@@H]12OC[C@@H](NC1)C2 ((1S,4S)-2-oxa-5-azabicyclo[2.2.1]heptane hydrochloride), CN(C)C(=[N+](C)C)ON1C2=C(C=CC=C2)N=N1.[B-](F)(F)(F)F (TBTU), CCN(C(C)C)C(C)C (DIEA), C1(CC1)COC1=C(C=CC(=N1)C(=O)O)N1CC(C1)(F)F (6-cyclopropylmethoxy-5-(3,3-difluoro-azetidin-1-yl)-pyridine-2-carboxylic acid). The product is C1(CC1)COC1=C(C=CC(=N1)C(=O)N1[C@@H]2CO[C@H](C1)C2)N2CC(C2)(F)F ([6-Cyclopropylmethoxy-5-(3,3-difluoro-azetidin-1-yl)-pyridin-2-yl]-(1S,4S)-2-oxa-5-aza-bicyclo[2.2.1]hept-5-yl-methanone). As a reaction SMILES: [CH:1]1([CH2:4][O:5][C:6]2[N:11]=[C:10]([C:12]([OH:14])=O)[CH:9]=[CH:8][C:7]=2[N:15]2[CH2:18][C:17]([F:20])([F:19])[CH2:16]2)[CH2:3][CH2:2]1.Cl.[C@H:22]12[CH2:28][C@H:25]([NH:26][CH2:27]1)[CH2:24][O:23]2.CN(C(ON1N=NC2C=CC=CC1=2)=[N+](C)C)C.[B-](F)(F)(F)F.CCN(C(C)C)C(C)C>>[CH:1]1([CH2:4][O:5][C:6]2[N:11]=[C:10]([C:12]([N:26]3[CH2:27][C@@H:22]4[CH2:28][C@H:25]3[CH2:24][O:23]4)=[O:14])[CH:9]=[CH:8][C:7]=2[N:15]2[CH2:18][C:17]([F:20])([F:19])[CH2:16]2)[CH2:2][CH2:3]1 |f:1.2,3.4|. Reported procedure: In analogy to the procedure described in Example 47 b), 6-cyclopropylmethoxy-5-(3,3-difluoro-azetidin-1-yl)-pyridine-2-carboxylic acid (Example 1 b)) was reacted with (1S,4S)-2-oxa-5-azabicyclo[2.2.1]heptane hydrochloride (31560-06-2) in the presence of TBTU and DIEA to obtain the title compound as colorless oil; MS (EI): m/e=366.5 [MH+]. Starting materials: Compound II, ClC1=CC=C(CNC(=O)NN(C)CC(=O)O)C=C1 (2-(2-(4-chlorobenzylcarbamoyl)-1-methylhydrazinyl)acetic acid), N[C@@H](CC(=O)OC(C)(C)C)C(=O)N(CC=1C=CC=C2C=CC=NC12)[C@H](C(OCC)OCC)C ((S)-tert-butyl 3-amino-4-(((S)-1,1-diethoxypropan-2-yl)-(quinolin-8-ylmethyl)amino)-4-oxobutanoate). Product: ClC1=CC=C(CNC(=O)NN(C)CC(=O)N[C@@H](CC(=O)OC(C)(C)C)C(=O)N(CC=2C=CC=C3C=CC=NC23)[C@H](C(OCC)OCC)C)C=C1 ((S)-tert-butyl 3-(2-(2-(4-chlorobenzylcarbamoyl)-1-methylhydrazinyl)acet-amido)-4-(((S)-1,1-diethoxypropan-2-yl)(quinolin-8-ylmethyl)amino)-4-oxobutanoate). As a reaction SMILES: [Cl:1][C:2]1[CH:18]=[CH:17][C:5]([CH2:6][NH:7][C:8]([NH:10][N:11]([CH2:13][C:14]([OH:16])=O)[CH3:12])=[O:9])=[CH:4][CH:3]=1.[NH2:19][C@H:20]([C:29]([N:31]([C@@H:43]([CH3:51])[CH:44]([O:48][CH2:49][CH3:50])[O:45][CH2:46][CH3:47])[CH2:32][C:33]1[CH:34]=[CH:35][CH:36]=[C:37]2[C:42]=1[N:41]=[CH:40][CH:39]=[CH:38]2)=[O:30])[CH2:21][C:22]([O:24][C:25]([CH3:28])([CH3:27])[CH3:26])=[O:23]>>[Cl:1][C:2]1[CH:3]=[CH:4][C:5]([CH2:6][NH:7][C:8]([NH:10][N:11]([CH2:13][C:14]([NH:19][C@H:20]([C:29]([N:31]([C@@H:43]([CH3:51])[CH:44]([O:48][CH2:49][CH3:50])[O:45][CH2:46][CH3:47])[CH2:32][C:33]2[CH:34]=[CH:35][CH:36]=[C:37]3[C:42]=2[N:41]=[CH:40][CH:39]=[CH:38]3)=[O:30])[CH2:21][C:22]([O:24][C:25]([CH3:26])([CH3:28])[CH3:27])=[O:23])=[O:16])[CH3:12])=[O:9])=[CH:17][CH:18]=1. Reported procedure: According to the procedure described in the synthesis method of Compound II-15, 2-(2-(4-chlorobenzylcarbamoyl)-1-methylhydrazinyl)acetic acid (Compound VI-7) 89 mg (0.33 mmol) was coupled with (S)-tert-butyl 3-amino-4-(((S)-1,1-diethoxypropan-2-yl)-(quinolin-8-ylmethyl)amino)-4-oxobutanoate (Compound IV-17) 100 mg (0.22 mmol) to obtain the title compound.